Dataset: the Open Reaction Database (ORD), a public repository of structured organic reaction records. Task: describe an organic reaction: reactants, conditions, products, and yield The reactants are C(CO)Cl (Ethylene chlorohydrin), OC1=NC=2CCCCC2N=C1CCC1=CC=CC=C1 (2-hydroxy-3-(2-phenylethyl)-5,6,7,8-tetrahydro quinoxaline). The solvent is [OH-].[Na+] (NaOH), C(C)(C)(C)O (t-butanol). Run at temperature 60 celsius, time 3 hour. Yields the product OCCN1C(C(=NC=2CCCCC12)CCC1=CC=CC=C1)=O (1-(2-hydroxyethyl)-3-(2-phenylethyl)-2-oxo-1,2,5,6,7,8-hexahydroquinoxaline). The yield is 102.6%. Reaction SMILES: [CH2:1](Cl)[CH2:2][OH:3].[OH:5][C:6]1[C:15]([CH2:16][CH2:17][C:18]2[CH:23]=[CH:22][CH:21]=[CH:20][CH:19]=2)=[N:14][C:13]2[CH2:12][CH2:11][CH2:10][CH2:9][C:8]=2[N:7]=1>[OH-].[Na+].C(O)(C)(C)C>[OH:3][CH2:2][CH2:1][N:7]1[C:8]2[CH2:9][CH2:10][CH2:11][CH2:12][C:13]=2[N:14]=[C:15]([CH2:16][CH2:17][C:18]2[CH:19]=[CH:20][CH:21]=[CH:22][CH:23]=2)[C:6]1=[O:5] |f:2.3|. Procedure: Ethylene chlorohydrin (9.0 g) was added to a solution of 2-hydroxy-3-(2-phenylethyl)-5,6,7,8-tetrahydro quinoxaline (5.59 g, 22 mM) in aqueous 5N NaOH and t-butanol (60 ml), and stirred at 60° C. for 3 hours. The t-butanol was distilled off in vacuo, water was added to the residue, and the mixture was extracted three times with chloroform. The extract was dried with anhydrous sodium sulfate and concentrated in vacuo. The residue was charged on a column of silica-gel (C-200, 170 g) packed with ch... Starting materials: C(NN)(=O)OCC1=CC=CC=C1 (Benzyl carbazate), ON1N=NC2=C1C=CC=C2 (1-hydroxybenztriazole), Cl.C(C)N=C=NCCCN(C)C (1-ethyl-3-(dimethylaminopropyl)carbodiimide hydrochloride), COC1=C(C=CC(=N1)C(=O)O)N1C=NC(=C1)C (6-methoxy-5-(4-methyl-1H-imidazol-1-yl)pyridine-2-carboxylic acid), Example 1-5, ice water, C([O-])(O)=O.[Na+] (sodium bicarbonate), C(C)(C)N(CC)C(C)C (IPEA). The solvent is CN(C=O)C (N,N-dimethylformamide), C(C)(=O)OCC (Ethyl acetate). Run at time 30 minute. The product is COC1=C(C=CC(=N1)C(=O)NNC(=O)OCC1=CC=CC=C1)N1C=NC(=C1)C (benzyl N′-[6-methoxy-5-(4-methyl-1H-imidazol-1-yl)pyridine-2-carbonyl]hydrazinecarboxylate). As a reaction SMILES: [C:1]([O:5][CH2:6][C:7]1[CH:12]=[CH:11][CH:10]=[CH:9][CH:8]=1)(=[O:4])[NH:2][NH2:3].ON1C2C=CC=CC=2N=N1.Cl.C(N=C=NCCCN(C)C)C.[CH3:35][O:36][C:37]1[N:42]=[C:41]([C:43](O)=[O:44])[CH:40]=[CH:39][C:38]=1[N:46]1[CH:50]=[C:49]([CH3:51])[N:48]=[CH:47]1.C(N(C(C)C)CC)(C)C.C(=O)(O)[O-].[Na+]>CN(C)C=O.C(OCC)(=O)C>[CH3:35][O:36][C:37]1[N:42]=[C:41]([C:43]([NH:3][NH:2][C:1]([O:5][CH2:6][C:7]2[CH:12]=[CH:11][CH:10]=[CH:9][CH:8]=2)=[O:4])=[O:44])[CH:40]=[CH:39][C:38]=1[N:46]1[CH:50]=[C:49]([CH3:51])[N:48]=[CH:47]1 |f:2.3,6.7|. Procedure: Benzyl carbazate (27.8 g), 1-hydroxybenztriazole (24.8 g) and 1-ethyl-3-(dimethylaminopropyl)carbodiimide hydrochloride (35.4 g) were sequentially added to a solution of 6-methoxy-5-(4-methyl-1H-imidazol-1-yl)pyridine-2-carboxylic acid obtained in Preparation Example 1-5 (51.9 g) and IPEA (44 mL) in N,N-dimethylformamide (184 mL), and the mixture was stirred at room temperature for six hours and 30 minutes. Ethyl acetate, ice water and a saturated sodium bicarbonate solution were added to the re... Starting materials: O1C(CCC=C1)C=1C=C2C(=CN(C2=CC1)C(C1=CC=CC=C1)=O)CCN(C)C (5-(2,3-dihydropyran-2-yl)-3-[2-(N,N-dimethylamino)ethyl]-1-benzoylindole), solution, [OH-].[K+] (KOH). Solvent: CO (MeOH), CO (methanol). Yields the product O1C(CCC=C1)C=1C=C2C(=CNC2=CC1)CCN(C)C (5-(2,3-Dihydropyran-2-yl)-3-[2-(N,N-dimethylamino)ethyl]-1H-indole). Isolated yield 56.2%. As a reaction SMILES: [O:1]1[CH:6]=[CH:5][CH2:4][CH2:3][CH:2]1[C:7]1[CH:8]=[C:9]2[C:13](=[CH:14][CH:15]=1)[N:12](C(=O)C1C=CC=CC=1)[CH:11]=[C:10]2[CH2:24][CH2:25][N:26]([CH3:28])[CH3:27].[OH-].[K+]>CO>[O:1]1[CH:6]=[CH:5][CH2:4][CH2:3][CH:2]1[C:7]1[CH:8]=[C:9]2[C:13](=[CH:14][CH:15]=1)[NH:12][CH:11]=[C:10]2[CH2:24][CH2:25][N:26]([CH3:27])[CH3:28] |f:1.2|. Procedure details: To 5-(2,3-dihydropyran-2-yl)-3-[2-(N,N-dimethylamino)ethyl]-1-benzoylindole (Example 18e, 0.048, 0.129 mmol) was added a 5% solution of KOH in MeOH (5 mL) followed by methanol (5 mL). The solution was heated at reflux for 3 hours. At this time, the solution was allowed to cool, and was filtered and concentrated by reduced pressure. The crude product was purified by column chromatography [7% NH3 (2M in MeOH) in CH2Cl2 ] to yield the title compound as a yellow oil (19.6 mg, 56%); HRMS-FAB+ for C17... The reactants are OC=1C=C2C=CC(=CC2=CC1)[C@]1(NC(OC1)=O)C ((R)-4-(6-hydroxynaphthalen-2-yl)-4-methyloxazolidin-2-one), C(C)#N (acetonitrile), BrN1C(CCC1=O)=O (N-bromosuccinimide). Run at temperature 0 celsius, time 1 hour. The product is BrC1=C2C=CC(=CC2=CC=C1O)[C@]1(NC(OC1)=O)C ((R)-4-(5-bromo-6-hydroxynaphthalen-2-yl)-4-methyloxazolidin-2-one). Isolated yield 82.0%. RXN SMILES: [OH:1][C:2]1[CH:3]=[C:4]2[C:9](=[CH:10][CH:11]=1)[CH:8]=[C:7]([C@:12]1([CH3:18])[CH2:16][O:15][C:14](=[O:17])[NH:13]1)[CH:6]=[CH:5]2.C(#N)C.[Br:22]N1C(=O)CCC1=O>>[Br:22][C:3]1[C:2]([OH:1])=[CH:11][CH:10]=[C:9]2[C:4]=1[CH:5]=[CH:6][C:7]([C@:12]1([CH3:18])[CH2:16][O:15][C:14](=[O:17])[NH:13]1)=[CH:8]2. Procedure details: (R)-4-(6-Hydroxynaphthalen-2-yl)-4-methyloxazolidin-2-one (Example 4, 5.05 g, 20.8 mmol) was suspended in acetonitrile (50 mL, 1000 mmol) in a capped 200 mL round-bottom flask equipped with a magnetic stir bar. The mixture was cooled to 0° C. and N-bromosuccinimide (3.88 g, 21.8 mmol) was added. The reaction mixture was stirred for 1 hour. HPLC analysis indicated that the reaction was complete. The mixture was filtered. The residue was rinsed with acetonitrile, air dried under vacuum and collect... Reactants: Cc1ccc(N2CCNCC2)cc1C, CCN(C(C)C)C(C)C, O=CCCc1cc(-c2ccc(F)cc2)n(-c2ccccc2)n1. Product: Cc1ccc(N2CCN(CCCc3cc(-c4ccc(F)cc4)n(-c4ccccc4)n3)CC2)cc1C. RXN SMILES: [CH3:23][c:24]1[cH:25][c:26]([N:31]2[CH2:32][CH2:33][NH:34][CH2:35][CH2:36]2)[cH:27][cH:28][c:29]1[CH3:30].[CH:37]([N:38]([CH2:39][CH3:40])[CH:41]([CH3:42])[CH3:43])([CH3:44])[CH3:45].[F:1][c:2]1[cH:3][cH:4][c:5](-[c:8]2[cH:9][c:10]([CH2:19][CH2:20][CH:21]=[O:22])[n:11][n:12]2-[c:13]2[cH:14][cH:15][cH:16][cH:17][cH:18]2)[cH:6][cH:7]1>>[F:1][c:2]1[cH:3][cH:4][c:5](-[c:8]2[cH:9][c:10]([CH2:19][CH2:20][CH2:21][N:34]3[CH2:33][CH2:32][N:31]([c:26]4[cH:25][c:24]([CH3:23])[c:29]([CH3:30])[cH:28][cH:27]4)[CH2:36][CH2:35]3)[n:11][n:12]2-[c:13]2[cH:14][cH:15][cH:16][cH:17][cH:18]2)[cH:6][cH:7]1. The yield is 8.0%. Reaction SMILES: [CH3:1][N:2]1[CH:10]=[C:9]2[C:4]([CH:5]=[CH:6][C:7]3[CH2:13][CH2:12][C@@H:11]([CH2:14][CH2:15][NH:16][C:17](=[O:19])[CH3:18])[C:8]=32)=[N:3]1.[Xe](F)[F:21]>C(#N)C.C(OCC)(=O)C>[F:21][C:10]1[N:2]([CH3:1])[N:3]=[C:4]2[C:9]=1[C:8]1[C@H:11]([CH2:14][CH2:15][NH:16][C:17](=[O:19])[CH3:18])[CH2:12][CH2:13][C:7]=1[CH:6]=[CH:5]2. Procedure: To a solution of N-{2-[(8S)-2-methyl-2,6,7,8-tetrahydrocyclopenta[e]indazol-8-yl]ethyl}acetamide (1.01 g, 3.91 mmol) in acetonitrile (39.2 mL) was added xenon difluoride (728 mg, 4.30 mmol) under ice-cooling, and the mixture was stirred for 18 hr. The reaction solution was diluted with ethyl acetate, washed with saturated aqueous sodium hydrogen carbonate solution and saturated brine, and dried over anhydrous sodium sulfate. The solvent was evaporated under reduced pressure, and the residue was ... The product is FC=1N(N=C2C=CC3=C(C12)[C@@H](CC3)CCNC(C)=O)C (N-{2-[(8S)-1-fluoro-2-methyl-2,6,7,8-tetrahydrocyclopenta[e]indazol-8-yl]ethyl}acetamide). The reactants are CN1N=C2C=CC3=C(C2=C1)[C@@H](CC3)CCNC(C)=O (N-{2-[(8S)-2-methyl-2,6,7,8-tetrahydrocyclopenta[e]indazol-8-yl]ethyl}acetamide), [Xe](F)F (xenon difluoride). Reaction conditions: time 18 hour. Run in C(C)(=O)OCC (ethyl acetate), C(C)#N (acetonitrile). The reactants are [OH-].[Na+] (sodium hydroxide), C(CCC=CC)N (Hex-4-enylamine), diethyl acetal, BrCC=O (2-bromoacetaldehyde). Solvent: CO (methanol). Reaction conditions: time 6 hour. The product is diethyl acetal, C(CCC=CC)NCC=O (2-hex-4-enylaminoacetaldehyde). RXN SMILES: [CH2:1]([NH2:7])[CH2:2][CH2:3][CH:4]=[CH:5][CH3:6].Br[CH2:9][CH:10]=[O:11].[OH-].[Na+]>CO>[CH2:1]([NH:7][CH2:9][CH:10]=[O:11])[CH2:2][CH2:3][CH:4]=[CH:5][CH3:6] |f:2.3|. Procedure details: Hex-4-enylamine (2.0 mole), the diethyl acetal of 2-bromoacetaldehyde (1.0 mole) and methanol (100 ml) are charged into a glass reaction vessel equipped with a mechanical stirrer, thermometer and reflux condenser. The reaction mixture is heated at reflux with stirring for a period of about 6 hours. After this time the reaction mixture is cooled to room temperature and sodium hydroxide (20 grams) is added. The reaction mixture is then stirred for an additional period of about 16 hours. The mixtur... Starting materials: Cl.C(C)(C)C=1C=C(C=CC1)[C@H](C)N ((S)-1-(3-isopropylphenyl)ethanamine hydrochloride), ClC1=C(C=C(CN2C(=C(C3=CC(=CC=C23)C(=O)O)C)C)C=C1)O[C@@H](C(=O)OC)CC ((R)-1-(4-chloro-3-((1-methoxy-1-oxobutan-2-yl)oxy)benzyl)-2,3-dimethyl-1H-indole-5-carboxylic acid). Product: ClC1=C(O[C@@H](C(=O)OC)CC)C=C(C=C1)CN1C(=C(C2=CC(=CC=C12)C(N[C@@H](C)C1=CC(=CC=C1)C(C)C)=O)C)C ((R)-Methyl 2-(2-chloro-5-((5-(((S)-1-(3-isopropylphenyl)ethyl)carbamoyl)-2,3-dimethyl-1H-indol-1-yl)methyl)phenoxy)butanoate). As a reaction SMILES: Cl.[CH:2]([C:5]1[CH:6]=[C:7]([C@@H:11]([NH2:13])[CH3:12])[CH:8]=[CH:9][CH:10]=1)([CH3:4])[CH3:3].[Cl:14][C:15]1[CH:35]=[CH:34][C:18]([CH2:19][N:20]2[C:28]3[C:23](=[CH:24][C:25]([C:29](O)=[O:30])=[CH:26][CH:27]=3)[C:22]([CH3:32])=[C:21]2[CH3:33])=[CH:17][C:16]=1[O:36][C@H:37]([CH2:42][CH3:43])[C:38]([O:40][CH3:41])=[O:39]>>[Cl:14][C:15]1[CH:35]=[CH:34][C:18]([CH2:19][N:20]2[C:28]3[C:23](=[CH:24][C:25]([C:29](=[O:30])[NH:13][C@H:11]([C:7]4[CH:8]=[CH:9][CH:10]=[C:5]([CH:2]([CH3:4])[CH3:3])[CH:6]=4)[CH3:12])=[CH:26][CH:27]=3)[C:22]([CH3:32])=[C:21]2[CH3:33])=[CH:17][C:16]=1[O:36][C@H:37]([CH2:42][CH3:43])[C:38]([O:40][CH3:41])=[O:39] |f:0.1|. Reported procedure: The title compound was prepared following the same protocol as described in Step 5, Example 36, using the (S)-1-(3-isopropylphenyl)ethanamine hydrochloride instead of the (S)-1-(3-cyclopropylphenyl)ethanamine hydrochloride and the (R)-1-(4-chloro-3-((1-methoxy-1-oxobutan-2-yl)oxy)benzyl)-2,3-dimethyl-1H-indole-5-carboxylic acid instead of the 1-(4-(2-methoxy-2-oxoethoxy)benzyl)-2,3-dimethyl-1H-indole-5-carboxylic acid. Starting materials: [Al+3], CCCCCCC(=O)Cl, CCOC(C)=O, [Cl-], [Cl-], [Cl-], ClCCl, Cl, c1ccc2[nH]ccc2c1. The product is CCCCCCC(=O)c1c[nH]c2ccccc12. As a reaction SMILES: [Al+3:11].[C:1]([CH2:2][CH2:3][CH2:4][CH2:5][CH2:6][CH3:7])(=[O:8])[Cl:9].[CH3:27][CH2:28][O:29][C:30](=[O:31])[CH3:32].[Cl-:10].[Cl-:12].[Cl-:13].[Cl:24][CH2:25][Cl:26].[ClH:23].[nH:14]1[cH:15][cH:16][c:17]2[cH:18][cH:19][cH:20][cH:21][c:22]12>>[C:1]([CH2:2][CH2:3][CH2:4][CH2:5][CH2:6][CH3:7])(=[O:8])[c:16]1[cH:15][nH:14][c:22]2[c:17]1[cH:18][cH:19][cH:20][cH:21]2.